The task is: describe an organic reaction: reactants, conditions, products, and yield. This data is from the Open Reaction Database (ORD), a public repository of structured organic reaction records. Reactants: CC(C)(C)[Si](C)(C)OC(COC1CCC(OCc2ccccc2)CC1F)c1ccccc1, CCOC(C)=O, [H][H]. Yields the product CC(C)(C)[Si](C)(C)OC(COC1CCC(O)CC1F)c1ccccc1. Reaction SMILES: [CH2:1]([c:2]1[cH:3][cH:4][cH:5][cH:6][cH:7]1)[O:8][CH:9]1[CH2:10][CH:11]([F:32])[CH:12]([O:15][CH2:16][CH:17]([O:18][Si:19]([CH3:20])([CH3:21])[C:22]([CH3:23])([CH3:24])[CH3:25])[c:26]2[cH:27][cH:28][cH:29][cH:30][cH:31]2)[CH2:13][CH2:14]1.[CH3:35][CH2:36][O:37][C:38](=[O:39])[CH3:40].[H:33][H:34]>>[OH:8][CH:9]1[CH2:10][CH:11]([F:32])[CH:12]([O:15][CH2:16][CH:17]([O:18][Si:19]([CH3:20])([CH3:21])[C:22]([CH3:23])([CH3:24])[CH3:25])[c:26]2[cH:27][cH:28][cH:29][cH:30][cH:31]2)[CH2:13][CH2:14]1. The reactants are COC(=O)C=1N=C(C2=CC(=CC=C2C1O)C1=CC=CC=C1)C#N (1-cyano-4-hydroxy-7-phenyl-isoquinoline-3-carboxylic acid methyl ester), NCCC(=O)O (β-alanine), C[O-].[Na+] (NaOMe). Solvent: COCCO (2-methoxyethanol). Yields the product C(#N)C1=NC(=C(C2=CC=C(C=C12)C1=CC=CC=C1)O)C(=O)NCCC(=O)O (3-[(1-Cyano-4-hydroxy-7-phenyl-isoquinoline-3-carbonyl)-amino]-propionic acid). The yield is 55.3%. Reaction SMILES: CO[C:3]([C:5]1[N:6]=[C:7]([C:22]#[N:23])[C:8]2[C:13]([C:14]=1[OH:15])=[CH:12][CH:11]=[C:10]([C:16]1[CH:21]=[CH:20][CH:19]=[CH:18][CH:17]=1)[CH:9]=2)=[O:4].[NH2:24][CH2:25][CH2:26][C:27]([OH:29])=[O:28].C[O-].[Na+]>COCCO>[C:22]([C:7]1[C:8]2[C:13](=[CH:12][CH:11]=[C:10]([C:16]3[CH:21]=[CH:20][CH:19]=[CH:18][CH:17]=3)[CH:9]=2)[C:14]([OH:15])=[C:5]([C:3]([NH:24][CH2:25][CH2:26][C:27]([OH:29])=[O:28])=[O:4])[N:6]=1)#[N:23] |f:2.3|. Procedure: A mixture of 1-cyano-4-hydroxy-7-phenyl-isoquinoline-3-carboxylic acid methyl ester (46 mg, 0.15 mmol), β-alanine (674 mg, 7.57 mmol) and NaOMe (327 mg, 6.05 mmol) in 2-methoxyethanol (12 mL) was refluxed for 1.5 h. After the mixture was cooled to r.t., solvent was evaporated. The residue was partitioned between EtOAc (50 mL) and water (50 mL). 1 M HCl was added with vigorous stirring until pH was ˜2. The organic layer was dried over MgSO4 and concentrated. The crude product was purified by colu...